The task is: describe an organic reaction: reactants, conditions, products, and yield. This data is from the Open Reaction Database (ORD), a public repository of structured organic reaction records. Reactants: O=C([O-])[O-], C=CCc1c(O)ccc2c1CCC(C)(C)C2=O, CI, CN(C)C=O, CCOC(C)=O, [K+], [K+], O. Yields the product C=CCc1c(OC)ccc2c1CCC(C)(C)C2=O. RXN SMILES: [C:20](=[O:21])([O-:22])[O-:23].[CH2:3]([CH:4]=[CH2:5])[c:6]1[c:7]2[c:12]([cH:13][cH:14][c:15]1[OH:16])[C:11](=[O:17])[C:10]([CH3:18])([CH3:19])[CH2:9][CH2:8]2.[CH3:1][I:2].[CH3:26][N:27]([CH3:28])[CH:29]=[O:30].[CH3:31][CH2:32][O:33][C:34](=[O:35])[CH3:36].[K+:24].[K+:25].[OH2:37]>>[CH2:3]([CH:4]=[CH2:5])[c:6]1[c:7]2[c:12]([cH:13][cH:14][c:15]1[O:16][CH3:20])[C:11](=[O:17])[C:10]([CH3:18])([CH3:19])[CH2:9][CH2:8]2. RXN SMILES: [CH3:18][c:19]1[s:20][c:21]2[c:22]([n:23]1)[cH:24][c:25]([OH:28])[cH:26][cH:27]2.[Cl:1][c:2]1[n:3][cH:4][cH:5][c:6](-[c:8]2[cH:9][cH:10][c:11]([C:14]([F:15])([F:16])[F:17])[cH:12][cH:13]2)[cH:7]1.[Cu:36][I:37].[H-:29].[Na+:30].[O:31]=[CH:32][N:33]([CH3:34])[CH3:35]>>[c:2]1([O:28][c:25]2[cH:24][c:22]3[c:21]([s:20][c:19]([CH3:18])[n:23]3)[cH:27][cH:26]2)[n:3][cH:4][cH:5][c:6](-[c:8]2[cH:9][cH:10][c:11]([C:14]([F:15])([F:16])[F:17])[cH:12][cH:13]2)[cH:7]1. Starting materials: Cc1nc2cc(O)ccc2s1, FC(F)(F)c1ccc(-c2ccnc(Cl)c2)cc1, [Cu]I, [H-], [Na+], CN(C)C=O. Yields the product Cc1nc2cc(Oc3cc(-c4ccc(C(F)(F)F)cc4)ccn3)ccc2s1.